This data is from the Open Reaction Database (ORD), a public repository of structured organic reaction records. The task is: describe an organic reaction: reactants, conditions, products, and yield Starting materials: BrC1=CC(=CC2=C1NC(=N2)N2[C@@H](CN(CC2)C2=NC=CC=C2Cl)C)C(F)(F)F (7-Bromo-2-[(2R)-4-(3-chloropyridin-2-yl)-2-methylpiperazin-1-yl]-5-(trifluoromethyl)-1H-benzoimidazole), FC=1C=C(C=CC1)B(O)O (3-fluoro-phenylboronic acid). Product: ClC=1C(=NC=CC1)N1C[C@H](N(CC1)C1=NC2=C(N1)C(=CC(=C2)C(F)(F)F)C2=CC(=CC=C2)F)C (2-[(2R)-4-(3-Chloro-pyridin-2-yl)-2-methyl-piperazin-1-yl]-7-(3-fluoro-phenyl)-5-trifluoromethyl-1H-benzoimidazole). RXN SMILES: Br[C:2]1[C:7]2[NH:8][C:9]([N:11]3[CH2:16][CH2:15][N:14]([C:17]4[C:22]([Cl:23])=[CH:21][CH:20]=[CH:19][N:18]=4)[CH2:13][C@H:12]3[CH3:24])=[N:10][C:6]=2[CH:5]=[C:4]([C:25]([F:28])([F:27])[F:26])[CH:3]=1.[F:29][C:30]1[CH:31]=[C:32](B(O)O)[CH:33]=[CH:34][CH:35]=1>>[Cl:23][C:22]1[C:17]([N:14]2[CH2:15][CH2:16][N:11]([C:9]3[NH:8][C:7]4[C:2]([C:34]5[CH:33]=[CH:32][CH:31]=[C:30]([F:29])[CH:35]=5)=[CH:3][C:4]([C:25]([F:28])([F:26])[F:27])=[CH:5][C:6]=4[N:10]=3)[C@H:12]([CH3:24])[CH2:13]2)=[N:18][CH:19]=[CH:20][CH:21]=1. Procedure: 7-Bromo-2-[(2R)-4-(3-chloropyridin-2-yl)-2-methylpiperazin-1-yl]-5-(trifluoromethyl)-1H-benzoimidazole (95 mg, 0.2 mmol, Example 77) and 3-fluoro-phenylboronic acid (35 mg, 0.25 mmol, Aldrich) reacted under the conditions of Example 51a to give the title compound as a white amorphous solid. MS (ESI, pos. ion) m/z: 490 (M+1). Reactants: COC(=O)C=1C(=C2C=C(C(N(C2=C(N1)C#N)CC1=CC=CC=C1)=O)CC1=CC=CC=C1)O (1,3-dibenzyl-8-cyano-5-hydroxy-2-oxo-1,2-dihydro-[1,7]naphthyridine-6-carboxylic acid methyl ester), NCCC(=O)O (β-alanine), C[O-].[Na+] (NaOMe). Product: C(C1=CC=CC=C1)N1C(C(=CC2=C(C(=NC(=C12)C#N)C(=O)NCCC(=O)O)O)CC1=CC=CC=C1)=O (3-[(1,3-Dibenzyl-8-cyano-5-hydroxy-2-oxo-1,2-dihydro-[1,7]naphthyridine-6-carbonyl)-amino]-propionic acid). The yield is 130.5%. Reaction SMILES: CO[C:3]([C:5]1[C:6]([OH:32])=[C:7]2[C:12](=[C:13]([C:15]#[N:16])[N:14]=1)[N:11]([CH2:17][C:18]1[CH:23]=[CH:22][CH:21]=[CH:20][CH:19]=1)[C:10](=[O:24])[C:9]([CH2:25][C:26]1[CH:31]=[CH:30][CH:29]=[CH:28][CH:27]=1)=[CH:8]2)=[O:4].[NH2:33][CH2:34][CH2:35][C:36]([OH:38])=[O:37].C[O-].[Na+]>>[CH2:17]([N:11]1[C:12]2[C:7](=[C:6]([OH:32])[C:5]([C:3]([NH:33][CH2:34][CH2:35][C:36]([OH:38])=[O:37])=[O:4])=[N:14][C:13]=2[C:15]#[N:16])[CH:8]=[C:9]([CH2:25][C:26]2[CH:27]=[CH:28][CH:29]=[CH:30][CH:31]=2)[C:10]1=[O:24])[C:18]1[CH:23]=[CH:22][CH:21]=[CH:20][CH:19]=1 |f:2.3|. Reported procedure: A mixture of 1,3-dibenzyl-8-cyano-5-hydroxy-2-oxo-1,2-dihydro-[1,7]naphthyridine-6-carboxylic acid methyl ester (23 mg, 0.054 mmol), β-alanine (2.57 g, 28.8 mmol) and NaOMe solution (43 mL, 21.6 mmol, 0.5 M in MeOH) was refluxed for 16 h. After the mixture was cooled to r.t., the solvent was evaporated in vacuo. The residue was dissolved in saturated NaHCO3 and washed with ether. The aqueous layer was acidified to pH 2 with 4M HCl, and the resulting mixture was extracted with EtOAc. The organic ... Starting materials: C1(=CC=CC=C1)P(C1=CC=CC=C1)C1=CC=CC=C1 (Triphenylphosphine), BrN1C(CCC1=O)=O (N-bromosuccinimide), ClC=1C=C(C=CC1S(=O)(=O)C)[C@H](C(=O)O)CC1CCCC1 (2(R)-(3-chloro-4-methanesulfonyl-phenyl)-3-cyclopentyl-propionic acid), CN1N=C(C=C1)N (1-methyl-1H-pyrazol-3-ylamine), N1=CC=CC=C1 (pyridine). The solvent is O (water), C(Cl)Cl (methylene chloride). Run at temperature 0 celsius. The product is ClC=1C=C(C=CC1S(=O)(=O)C)[C@H](C(=O)NC1=NN(C=C1)C)CC1CCCC1 (3-[2(R)-(3-chloro-4-methanesulfonyl-phenyl)-3-cyclopentyl-propionylamino]-1-methyl-pyrazole). Isolated yield 47.7%. RXN SMILES: C1(P(C2C=CC=CC=2)C2C=CC=CC=2)C=CC=CC=1.BrN1C(=O)CCC1=O.[Cl:28][C:29]1[CH:30]=[C:31]([C@@H:39]([CH2:43][CH:44]2[CH2:48][CH2:47][CH2:46][CH2:45]2)[C:40]([OH:42])=O)[CH:32]=[CH:33][C:34]=1[S:35]([CH3:38])(=[O:37])=[O:36].[CH3:49][N:50]1[CH:54]=[CH:53][C:52]([NH2:55])=[N:51]1.N1C=CC=CC=1>C(Cl)Cl.O>[Cl:28][C:29]1[CH:30]=[C:31]([C@@H:39]([CH2:43][CH:44]2[CH2:48][CH2:47][CH2:46][CH2:45]2)[C:40]([NH:55][C:52]2[CH:53]=[CH:54][N:50]([CH3:49])[N:51]=2)=[O:42])[CH:32]=[CH:33][C:34]=1[S:35]([CH3:38])(=[O:36])=[O:37]. Procedure details: Triphenylphosphine (1.190 g, 4.54 mmol) was dissolved in methylene chloride (40 mL) and cooled to 0° C. To this solution was added N-bromosuccinimide (914 mg, 5.14 mmol) and was stirred at 0° C. until it was completely dissolved and became light purple in color. The 2(R)-(3-chloro-4-methanesulfonyl-phenyl)-3-cyclopentyl-propionic acid (prepared as in PCT WO 2004/052869 A1, Example 1, 1.00 g, 3.02 mmol) was then added and it was stirred at 0° C. for 20 min and then warmed to 25° C. and stirred fo... Starting materials: CCOC(=O)c1ccc2c(c1)CC(C)(C)C(c1cccc(-n3nnnc3CC)c1)N2, CO, Cl, [Na+], C1CCOC1, [OH-], O. The product is CCc1nnnn1-c1cccc(C2Nc3ccc(C(=O)O)cc3CC2(C)C)c1. RXN SMILES: [CH2:1]([CH3:2])[O:3][C:4](=[O:5])[c:6]1[cH:7][c:8]2[c:13]([cH:14][cH:15]1)[NH:12][CH:11]([c:16]1[cH:17][c:18](-[n:22]3[n:23][n:24][n:25][c:26]3[CH2:27][CH3:28])[cH:19][cH:20][cH:21]1)[C:10]([CH3:29])([CH3:30])[CH2:9]2.[CH3:34][OH:35].[ClH:33].[Na+:32].[O:36]1[CH2:37][CH2:38][CH2:39][CH2:40]1.[OH-:31].[OH2:41]>>[O:3]=[C:4]([OH:5])[c:6]1[cH:7][c:8]2[c:13]([cH:14][cH:15]1)[NH:12][CH:11]([c:16]1[cH:17][c:18](-[n:22]3[n:23][n:24][n:25][c:26]3[CH2:27][CH3:28])[cH:19][cH:20][cH:21]1)[C:10]([CH3:29])([CH3:30])[CH2:9]2. The product is CC1=C(C(N(C(N1CC)=O)CCC)=O)[N+](=O)[O-] (6-Methyl-5-nitro-1-ethyl-3-propyl-1,3-dihydropyrimidine-2,4-dione). The solvent is CN(C)C=O (DMF). Reported procedure: To a mixture of the nitro derivative, 6-methyl-5-nitro-3-propyl-1,3-dihydropyrimidine-2,4-dione prepared in Example 5 (1.56 g) and K2CO3 (3.0 g) in DMF was added iodoethane. The reaction mixture was heated at 80° C. for 3 h. After completion of the starting material, K2CO3 was filtered and DMF was distilled off. The residue was dissolved in ethyl acetate, washed with water, brine and dried over Na2SO4 Removal of solvent furnished the product as yellow oil, which was purified using flash chromato... The reactants are ICC (iodoethane), nitro, CC1=C(C(N(C(N1)=O)CCC)=O)[N+](=O)[O-] (6-methyl-5-nitro-3-propyl-1,3-dihydropyrimidine-2,4-dione), C(=O)([O-])[O-].[K+].[K+] (K2CO3). Reaction conditions: temperature 80 celsius. Reaction SMILES: [CH3:1][C:2]1[NH:7][C:6](=[O:8])[N:5]([CH2:9][CH2:10][CH3:11])[C:4](=[O:12])[C:3]=1[N+:13]([O-:15])=[O:14].C([O-])([O-])=O.[K+].[K+].I[CH2:23][CH3:24]>CN(C=O)C>[CH3:1][C:2]1[N:7]([CH2:23][CH3:24])[C:6](=[O:8])[N:5]([CH2:9][CH2:10][CH3:11])[C:4](=[O:12])[C:3]=1[N+:13]([O-:15])=[O:14] |f:1.2.3|. Reactants: O.O.[Sn](Cl)Cl (tin(II) chloride dihydrate), ClC=1C=CC(=C(NC2=C(C3=C(S2)C=CC=C3)C(=O)OCC)C1)[N+](=O)[O-] (Ethyl 2-(5-chloro-2-nitroanilino)benzo[b]thiophene-3-carboxylate), C([O-])([O-])=O.[K+].[K+] (Potassium carbonate). The solvent is C(C)O (ethanol), Cl (hydrochloric acid), C(C)O (ethanol). Run at temperature 30 celsius. Product: NC1=C(NC2=C(C3=C(S2)C=CC=C3)C(=O)OCC)C=C(C=C1)Cl (ethyl 2-(2-amino-5-chloroanilino)benzo[b]thiophene-3-carboxylate). The yield is 88.3%. Reaction SMILES: [Cl:1][C:2]1[CH:3]=[CH:4][C:5]([N+:23]([O-])=O)=[C:6]([CH:22]=1)[NH:7][C:8]1[S:12][C:11]2[CH:13]=[CH:14][CH:15]=[CH:16][C:10]=2[C:9]=1[C:17]([O:19][CH2:20][CH3:21])=[O:18].O.O.[Sn](Cl)Cl.C(=O)([O-])[O-].[K+].[K+]>C(O)C.Cl>[NH2:23][C:5]1[CH:4]=[CH:3][C:2]([Cl:1])=[CH:22][C:6]=1[NH:7][C:8]1[S:12][C:11]2[CH:13]=[CH:14][CH:15]=[CH:16][C:10]=2[C:9]=1[C:17]([O:19][CH2:20][CH3:21])=[O:18] |f:1.2.3,4.5.6|. Procedure: Ethyl 2-(5-chloro-2-nitroanilino)benzo[b]thiophene-3-carboxylate (3.2 g) was suspended in ethanol (40 ml) and a solution obtained by dissolving tin(II) chloride dihydrate (7.7 g) in ethanol (50 ml) and 18% hydrochloric acid (50 ml) was added with stirring the mixture. The mixture was stirred at 60° C. for 2 hr and cooled to 30° C. Potassium carbonate was added until the reaction mixture was basified. After filtering through celite, the filtrate was extracted with ethyl acetate, washed with water... Product: CC(C)n1ncnc1-c1cn2c(n1)-c1ccc(NC(=O)OC(C)(C)C)cc1OCC2. Reaction SMILES: [Br:1][c:2]1[cH:3][c:4]2[c:5]([cH:22][cH:23]1)-[c:6]1[n:7]([cH:11][c:12](-[c:14]3[n:15][cH:16][n:17][n:18]3[CH:19]([CH3:20])[CH3:21])[n:13]1)[CH2:8][CH2:9][O:10]2.[C:24]([NH2:25])([O:26][C:27]([CH3:28])([CH3:29])[CH3:30])=[O:31].[C:32](=[O:33])([O-:34])[O-:35].[CH2:80]1[O:81][CH2:82][CH2:83][O:84][CH2:85]1.[Cl:86][CH2:87][Cl:88].[Cs+:36].[Cs+:37].[O:109]=[C:110]([CH:111]=[CH:112][c:113]1[cH:114][cH:115][cH:116][cH:117][cH:118]1)[CH:119]=[CH:120][c:121]1[cH:122][cH:123][cH:124][cH:125][cH:126]1.[O:127]=[C:128]([CH:129]=[CH:130][c:131]1[cH:132][cH:133][cH:134][cH:135][cH:136]1)[CH:137]=[CH:138][c:139]1[cH:140][cH:141][cH:142][cH:143][cH:144]1.[O:91]=[C:92]([CH:93]=[CH:94][c:95]1[cH:96][cH:97][cH:98][cH:99][cH:100]1)[CH:101]=[CH:102][c:103]1[cH:104][cH:105][cH:106][cH:107][cH:108]1.[Pd:89].[Pd:90].[c:38]1([P:39]([c:40]2[cH:41][cH:42][cH:43][cH:44][cH:45]2)[c:46]2[c:47]3[c:71]([cH:72][cH:73][cH:74]2)[C:68]([CH3:69])([CH3:70])[c:50]2[c:49]([c:54]([P:55]([c:56]4[cH:57][cH:58][cH:59][cH:60][cH:61]4)[c:62]4[cH:63][cH:64][cH:65][cH:66][cH:67]4)[cH:53][cH:52][cH:51]2)[O:48]3)[cH:75][cH:76][cH:77][cH:78][cH:79]1>>[c:2]1([NH:25][C:24]([O:26][C:27]([CH3:28])([CH3:29])[CH3:30])=[O:31])[cH:3][c:4]2[c:5]([cH:22][cH:23]1)-[c:6]1[n:7]([cH:11][c:12](-[c:14]3[n:15][cH:16][n:17][n:18]3[CH:19]([CH3:20])[CH3:21])[n:13]1)[CH2:8][CH2:9][O:10]2. Reactants: CC(C)n1ncnc1-c1cn2c(n1)-c1ccc(Br)cc1OCC2, CC(C)(C)OC(N)=O, O=C([O-])[O-], C1COCCO1, ClCCl, [Cs+], [Cs+], O=C(C=Cc1ccccc1)C=Cc1ccccc1, O=C(C=Cc1ccccc1)C=Cc1ccccc1, O=C(C=Cc1ccccc1)C=Cc1ccccc1, [Pd], [Pd], CC1(C)c2cccc(P(c3ccccc3)c3ccccc3)c2Oc2c(P(c3ccccc3)c3ccccc3)cccc21. Starting materials: Nc1ccc2c(=O)n3c(nc2c1)C(=Cc1ccccc1)CC3, O=C1OC(=O)c2ccccc21, C1CCOC1. The product is O=C(O)c1ccccc1C(=O)Nc1ccc2c(=O)n3c(nc2c1)C(=Cc1ccccc1)CC3. RXN SMILES: [NH2:1][c:2]1[cH:3][cH:4][c:5]2[c:6](=[O:22])[n:7]3[c:8]([n:9][c:10]2[cH:11]1)[C:12](=[CH:15][c:16]1[cH:17][cH:18][cH:19][cH:20][cH:21]1)[CH2:13][CH2:14]3.[O:23]=[C:24]1[O:25][C:26](=[O:27])[c:28]2[cH:29][cH:30][cH:31][cH:32][c:33]21.[O:34]1[CH2:35][CH2:36][CH2:37][CH2:38]1>>[NH:1]([c:2]1[cH:3][cH:4][c:5]2[c:6](=[O:22])[n:7]3[c:8]([n:9][c:10]2[cH:11]1)[C:12](=[CH:15][c:16]1[cH:17][cH:18][cH:19][cH:20][cH:21]1)[CH2:13][CH2:14]3)[C:26](=[O:27])[c:28]1[cH:29][cH:30][cH:31][cH:32][c:33]1[C:24](=[O:23])[OH:25]. Reactants: P(=O)(Cl)(Cl)Cl (phosphorous oxychloride), NC1=NC(=CC(N1)=O)C1CCCC1 (2-amino-6-cyclopentyl-3H-pyrimidin-4-one), CN(C1=CC=CC=C1)C (dimethylaniline). Reagents/catalysts: [Cl-].C(C)[N+](CC)(CC)CC (tetraethyl ammonium chloride). Solvent: C(C)#N (acetonitrile). Conditions: temperature 110 celsius, time 30 minute. The product is NC1=NC(=CC(=N1)Cl)C1CCCC1 (2-Amino-4-chloro-6-cyclopentylpyrimidine). The yield is 120.5%. As a reaction SMILES: [NH2:1][C:2]1[NH:7][C:6](=O)[CH:5]=[C:4]([CH:9]2[CH2:13][CH2:12][CH2:11][CH2:10]2)[N:3]=1.CN(C)C1C=CC=CC=1.P(Cl)(Cl)([Cl:25])=O>[Cl-].C([N+](CC)(CC)CC)C.C(#N)C>[NH2:1][C:2]1[N:7]=[C:6]([Cl:25])[CH:5]=[C:4]([CH:9]2[CH2:13][CH2:12][CH2:11][CH2:10]2)[N:3]=1 |f:3.4|. Procedure: A suspension of 2-amino-6-cyclopentyl-3H-pyrimidin-4-one (1.52 g, 8.4 mmol), tetraethyl ammonium chloride (2.8 g 16.9 mmol) and dimethylaniline (1.1 mL, 8.4 mmol) in acetonitrile (16 mL) was treated with phosphorous oxychloride (4.7 mL, 51 mmol) and heated at 110° C. for 20 min. The resulting solution was cooled to rt and concentrated to minimum volume then diluted with CHCl3 and ice and stirred for 30 min. The layers were separated and the organic layer was washed with water (3×50 mL) and 5% Na... Reactants: COC(=O)C(C1=CC=CC=C1)Br (Methyl bromophenyl acetate), C(CN)N (ethylene diamine), C[O-].[Na+] (Sodium methoxide). The solvent is CO (MeOH). Conditions: time 15 minute. Product: C1(=CC=CC=C1)C1C(NCCN1)=O (3-Phenyl-piperazin-2-one). Isolated yield 88.5%. As a reaction SMILES: CO[C:3]([CH:5](Br)[C:6]1[CH:11]=[CH:10][CH:9]=[CH:8][CH:7]=1)=[O:4].[CH2:13]([NH2:16])[CH2:14][NH2:15].C[O-].[Na+]>CO>[C:6]1([CH:5]2[NH:16][CH2:13][CH2:14][NH:15][C:3]2=[O:4])[CH:11]=[CH:10][CH:9]=[CH:8][CH:7]=1 |f:2.3|. Procedure details: Methyl bromophenyl acetate (25 g, 109 mmol) and ethylene diamine (13.1 g, 218 mmol) were mixed in dry MeOH (180 mL) and stirred at room temperature for 15 minutes under nitrogen. Sodium methoxide (6.5 g, 120 mmol) was added in one portion and the mixture heated to reflux for 3.5 hr. The mixture was left stirring overnight at room temperature. The solvent was evaporated in vacuo to give a pale yellow gum, which was partitioned between water (100 mL) and chloroform (100 mL), the pH of the aqueous ...